This data is from the Open Reaction Database (ORD), a public repository of structured organic reaction records. The task is: describe an organic reaction: reactants, conditions, products, and yield The reactants are [OH-].[Na+] (sodium hydroxide), NCC1CCN(CC1)C1=NC2=CC=CC=C2C(=N1)N(CC)CC (4-Aminomethyl-N-(4-diethylaminoquinazolin-2-yl)-piperidine), ClC1(NC2=CC=CC=C2C=N1)N(CC)CC (2-chloro-2-diethylaminoquinazoline), CCN(C(C)C)C(C)C (Hunig's base). Run in C(C)(=O)OCC (ethyl acetate), C(CCC)#N (butyronitrile). The product is C(C)N(C1=NC2=CC=CC=C2C(=N1)NCC1CCN(CC1)C1=NC2=CC=CC=C2C(=N1)N(CC)CC)CC (4-(N'-(2-Diethylaminoquinazolin-4-yl)-aminomethyl)-N-(4-diethylaminoquinazolin-2-yl)-piperidine). As a reaction SMILES: [NH2:1][CH2:2][CH:3]1[CH2:8][CH2:7][N:6]([C:9]2[N:18]=[C:17]([N:19]([CH2:22][CH3:23])[CH2:20][CH3:21])[C:16]3[C:11](=[CH:12][CH:13]=[CH:14][CH:15]=3)[N:10]=2)[CH2:5][CH2:4]1.Cl[C:25]1([N:35]([CH2:38][CH3:39])[CH2:36][CH3:37])[N:34]=[CH:33][C:32]2[C:27](=[CH:28][CH:29]=[CH:30][CH:31]=2)[NH:26]1.CCN(C(C)C)C(C)C.[OH-].[Na+]>C(#N)CCC.C(OCC)(=O)C>[CH2:38]([N:35]([CH2:36][CH3:37])[C:25]1[N:34]=[C:33]([NH:1][CH2:2][CH:3]2[CH2:8][CH2:7][N:6]([C:9]3[N:18]=[C:17]([N:19]([CH2:22][CH3:23])[CH2:20][CH3:21])[C:16]4[C:11](=[CH:12][CH:13]=[CH:14][CH:15]=4)[N:10]=3)[CH2:5][CH2:4]2)[C:32]2[C:27](=[CH:28][CH:29]=[CH:30][CH:31]=2)[N:26]=1)[CH3:39] |f:3.4|. Procedure: A mixture of the compound of Example III (500 mg, 1.8 mmol), 2-chloro-2-diethylaminoquinazoline (467 mg, 2.0 mmol) and Hunig's base (0.4 ml), 2.7 mmol) in 5 ml of butyronitrile was reacted for 12 hours at 120° C. After cooling, ethyl acetate (50 ml) and 50 ml of sodium hydroxide (10%) were added. The phases were separated and the aqueous phase was extracted with ethyl acetate (2×25 ml). The combined organic phases were dried (Na2SO4), concentrated on a rotary evaporator and purified by chromatog... Starting materials: C(#N)NC(=N)N (cyanoguanidine), [F-].[Cs+] (Cesium fluoride), ClC1=C(C(=C(C=C1)N=C=NC1=C(C(=CC=C1)F)F)O[Si](C)(C)C(C)(C)C)S(=O)(=O)N(C)C (N-[4-chloro-2-tert-butyldimethylsilyloxy-3-(N″,N″-dimethylaminosulfonyl)phenyl]-N′-(2,3-difluorophenyl)carbodiimide), N#CN (cyanamide). Product: ClC1=C(C(=C(C=C1)N(C(=N)NC1=C(C(=CC=C1)F)F)C#N)O)S(=O)(=O)N(C)C (N-[4-Chloro-2-hydroxy-3-(N″,N″-dimethylaminosulfonyl)phenyl]-N′-(2,3-difluorophenyl)cyanoguanidine). The yield is 3.4%. RXN SMILES: [C:1](NC(N)=N)#[N:2].[Cl:7][C:8]1[CH:13]=[CH:12][C:11]([N:14]=[C:15]=[N:16][C:17]2[CH:22]=[CH:21][CH:20]=[C:19]([F:23])[C:18]=2[F:24])=[C:10]([O:25][Si](C(C)(C)C)(C)C)[C:9]=1[S:33]([N:36]([CH3:38])[CH3:37])(=[O:35])=[O:34].[N:39]#CN.[F-].[Cs+]>>[Cl:7][C:8]1[CH:13]=[CH:12][C:11]([N:14]([C:1]#[N:2])[C:15]([NH:16][C:17]2[CH:22]=[CH:21][CH:20]=[C:19]([F:23])[C:18]=2[F:24])=[NH:39])=[C:10]([OH:25])[C:9]=1[S:33]([N:36]([CH3:37])[CH3:38])(=[O:35])=[O:34] |f:3.4|. Procedure: Following the general procedure for cyanoguanidine formation outlined in example 12, N-[4-chloro-2-tert-butyldimethylsilyloxy-3-(N″,N″-dimethylaminosulfonyl)phenyl]-N′-(2,3-difluorophenyl)carbodiimide (340 mg, 0.68 mmol), cyanamide (114 mg, 2.72 mmol) and N,N-disopropylethylamine (106 mg, 0.82 mmol) were reacted, followed by desilylation with Cesium fluoride (124 mg, 0.82 mmol) to form the desired product (10 mg, 3.4%). EI-MS m/z 430.0 (M+). 1H NMR (DMSO-d6) δ 2.87 (s, 6H), 7.21 (m, 3H), 7.30 (m... The reactants are [BH4-], O=C(CCCF)c1cccc(Br)c1, C1CCOC1, [Na+]. Yields the product OC(CCCF)c1cccc(Br)c1. As a reaction SMILES: [BH4-:14].[Br:1][c:2]1[cH:3][c:4]([C:8]([CH2:9][CH2:10][CH2:11][F:12])=[O:13])[cH:5][cH:6][cH:7]1.[CH2:16]1[O:17][CH2:18][CH2:19][CH2:20]1.[Na+:15]>>[Br:1][c:2]1[cH:3][c:4]([CH:8]([CH2:9][CH2:10][CH2:11][F:12])[OH:13])[cH:5][cH:6][cH:7]1. The reactants are CCCc1nc2c(C)cc(-c3cn(CC4CCCC4)cn3)cc2n1Cc1ccc(-c2ccccc2C(=O)OC(C)(C)C)cc1, ClCCl, O=C(O)C(F)(F)F. The product is CCCc1nc2c(C)cc(-c3cn(CC4CCCC4)cn3)cc2n1Cc1ccc(-c2ccccc2C(=O)O)cc1. As a reaction SMILES: [CH2:1]([CH2:2][CH3:3])[c:4]1[n:5][c:6]2[c:7]([n:8]1[CH2:9][c:10]1[cH:11][cH:12][c:13](-[c:16]3[c:17]([C:22](=[O:23])[O:24][C:25]([CH3:26])([CH3:27])[CH3:28])[cH:18][cH:19][cH:20][cH:21]3)[cH:14][cH:15]1)[cH:29][c:30](-[c:34]1[n:35][cH:36][n:37]([CH2:39][CH:40]3[CH2:41][CH2:42][CH2:43][CH2:44]3)[cH:38]1)[cH:31][c:32]2[CH3:33].[CH2:52]([Cl:53])[Cl:54].[OH:45][C:46]([C:47]([F:48])([F:49])[F:50])=[O:51]>>[CH2:1]([CH2:2][CH3:3])[c:4]1[n:5][c:6]2[c:7]([n:8]1[CH2:9][c:10]1[cH:11][cH:12][c:13](-[c:16]3[c:17]([C:22](=[O:23])[OH:24])[cH:18][cH:19][cH:20][cH:21]3)[cH:14][cH:15]1)[cH:29][c:30](-[c:34]1[n:35][cH:36][n:37]([CH2:39][CH:40]3[CH2:41][CH2:42][CH2:43][CH2:44]3)[cH:38]1)[cH:31][c:32]2[CH3:33].